This data is from the Open Reaction Database (ORD), a public repository of structured organic reaction records. The task is: describe an organic reaction: reactants, conditions, products, and yield Starting materials: CC(C)(C)OC(=O)NCC1CO1, CCO, N, O. Yields the product CC(C)(C)OC(=O)NCC(O)CN. RXN SMILES: [C:1]([CH3:2])([CH3:3])([CH3:4])[O:5][C:6]([NH:7][CH2:8][CH:9]1[O:10][CH2:11]1)=[O:12].[CH3:15][CH2:16][OH:17].[NH3:14].[OH2:13]>>[C:1]([CH3:2])([CH3:3])([CH3:4])[O:5][C:6]([NH:7][CH2:8][CH:9]([OH:10])[CH2:11][NH2:14])=[O:12]. Starting materials: C(CCC)[SiH2]C1=CC=CC=C1 (butylphenylsilane), C(CCC)[SiH2]C1=CC=CC=C1 (butylphenylsilane), C(CCCCCCC)C1(C2=CC=CC=C2C=2C=CC=CC12)CCCCCCCC (9,9-dioctylfluorene), [B] (boron), BrC1=CC=2C(C3=CC(=CC=C3C2C=C1)Br)(CCCCCCCC)CCCCCCCC (2,7-dibromo-9,9-dioctylfluorene), C([O-])([O-])=O.[K+].[K+] (potassium carbonate). Reagents/catalysts: C=1C=CC(=CC1)[P](C=2C=CC=CC2)(C=3C=CC=CC3)[Pd]([P](C=4C=CC=CC4)(C=5C=CC=CC5)C=6C=CC=CC6)([P](C=7C=CC=CC7)(C=8C=CC=CC8)C=9C=CC=CC9)[P](C=1C=CC=CC1)(C=1C=CC=CC1)C=1C=CC=CC1 (tetrakis(triphenylphosphine)palladium). Run in O (water), C1CCOC1 (THF), C1(=CC=CC=C1)C (toluene). Reaction conditions: temperature 60 celsius, time 48 hour. Product: C1=CC=CC=2C3=CC=CC=C3CC12 (Fluorene). Reaction SMILES: C([SiH2]C1C=CC=CC=1)CCC.C([C:20]1(CCCCCCCC)[C:32]2[CH:31]=[CH:30][CH:29]=[CH:28][C:27]=2[C:26]2[C:21]1=[CH:22][CH:23]=[CH:24][CH:25]=2)CCCCCCC.[B].BrC1C=CC2C3C(=CC(Br)=CC=3)C(CCCCCCCC)(CCCCCCCC)C=2C=1.C(=O)([O-])[O-].[K+].[K+]>C1C=CC([P]([Pd]([P](C2C=CC=CC=2)(C2C=CC=CC=2)C2C=CC=CC=2)([P](C2C=CC=CC=2)(C2C=CC=CC=2)C2C=CC=CC=2)[P](C2C=CC=CC=2)(C2C=CC=CC=2)C2C=CC=CC=2)(C2C=CC=CC=2)C2C=CC=CC=2)=CC=1.C1(C)C=CC=CC=1.O.C1COCC1>[CH:22]1[C:21]2[CH2:20][C:32]3[C:27](=[CH:28][CH:29]=[CH:30][CH:31]=3)[C:26]=2[CH:25]=[CH:24][CH:23]=1 |f:4.5.6,^1:82,84,103,122|. Procedure: Under a nitrogen gas atmosphere, 289 mg (0.235 mmol) of butylphenylsilane (compound 14), 750 mg (1.17 mmol) of 9,9-dioctylfluorene with boron structures introduced onto the 2 and 7 positions, 515 mg (0.935 mmol) of 2,7-dibromo-9,9-dioctylfluorene, 2.22 g (16.1 mmol) of potassium carbonate, 15 ml of THF and 8 ml of distilled water were added to a 100 ml three-necked flask equipped with a reflux condenser, and this mixture was heated to 60° C. After the dissolution of the substrate was confirmed, ... Reactants: C1(=CC=CC=C1)P(O)(O)=O (phenylphosphonic acid), O.O.O.O.O.S(=O)(=O)([O-])[O-].[Cu+2] (copper sulfate pentahydrate). Solvent: O (water). Run at time 2 hour. Yields the product 35, C1(=CC=CC=C1)P([O-])([O-])=O.[Cu+2] (copper phenylphosphonate). As a reaction SMILES: [C:1]1([P:7](=[O:10])([OH:9])[OH:8])[CH:6]=[CH:5][CH:4]=[CH:3][CH:2]=1.O.O.O.O.O.S([O-])([O-])(=O)=O.[Cu+2:21]>O>[C:1]1([P:7](=[O:8])([O-:10])[O-:9])[CH:6]=[CH:5][CH:4]=[CH:3][CH:2]=1.[Cu+2:21] |f:1.2.3.4.5.6.7,9.10|. Reported procedure: 130 parts of phenylphosphonic acid was dissolved in 1350 parts of water. To the resulting solution was added 103 parts of copper sulfate pentahydrate, and the resulting mixture was stirred for two hours at room temperature. The precipitate was filtered, washed with water, and then dried under reduced pressure at 100° C., yielding 35 parts of copper phenylphosphonate. Starting materials: C(C)OC(CCC1=C(C=C(C=C1)OC1=CC(=CC(=C1)C)OC1=C(C=C(C=C1)C(F)(F)F)Br)C)=O (3-{4-[3-(2-bromo-4-trifluoromethyl-phenoxy)-5-methyl-phenoxy]-2-methyl-phenyl}-propionic acid ethyl ester), C(C)(=O)C1=C(C=CC=C1)B(O)O (2-acetyl phenyl boronic acid). Yields the product C(C)(=O)C1=C(C=CC=C1)C1=C(C=CC(=C1)C(F)(F)F)OC=1C=C(OC2=CC(=C(C=C2)CCC(=O)O)C)C=C(C1)C (3-{4-[3-(2′-Acetyl-5-trifluoromethyl-biphenyl-2-yloxy)-5-methyl-phenoxy]-2-methyl-phenyl}-propionic acid). Reaction SMILES: C([O:3][C:4](=[O:34])[CH2:5][CH2:6][C:7]1[CH:12]=[CH:11][C:10]([O:13][C:14]2[CH:19]=[C:18]([CH3:20])[CH:17]=[C:16]([O:21][C:22]3[CH:27]=[CH:26][C:25]([C:28]([F:31])([F:30])[F:29])=[CH:24][C:23]=3Br)[CH:15]=2)=[CH:9][C:8]=1[CH3:33])C.[C:35]([C:38]1[CH:43]=[CH:42][CH:41]=[CH:40][C:39]=1B(O)O)(=[O:37])[CH3:36]>>[C:35]([C:38]1[CH:43]=[CH:42][CH:41]=[CH:40][C:39]=1[C:27]1[CH:26]=[C:25]([C:28]([F:30])([F:31])[F:29])[CH:24]=[CH:23][C:22]=1[O:21][C:16]1[CH:15]=[C:14]([CH:19]=[C:18]([CH3:20])[CH:17]=1)[O:13][C:10]1[CH:11]=[CH:12][C:7]([CH2:6][CH2:5][C:4]([OH:34])=[O:3])=[C:8]([CH3:33])[CH:9]=1)(=[O:37])[CH3:36]. Reported procedure: The title compound is prepared by reacting the compound of 3-{4-[3-(2-bromo-4-trifluoromethyl-phenoxy)-5-methyl-phenoxy]-2-methyl-phenyl}-propionic acid ethyl ester with 2-acetyl phenyl boronic acid as in Example 38 to afford 0.032 g (28%). The reactants are BrC=1C2=C(SC1)C=CC=C2 (3-bromo-benzo[b]thiophene), C(C1=CC=CC=C1)OC1=CC=C(C=C1)O (4-benzyloxyphenol), cuprous oxide. Solvent: N1=C(C=C(C=C1C)C)C (collidine), C(C)(=O)OCC (ethyl acetate). The product is S1C2=C(C=C1)C=CC=C2 (benzo[b]thiophene), [3-(4-benzyloxy)phenoxy]benzo-[b]thiophene. The yield is 35.0%. As a reaction SMILES: Br[C:2]1[C:3]2[CH:10]=[CH:9][CH:8]=[CH:7][C:4]=2[S:5][CH:6]=1.C(OC1C=CC(O)=CC=1)C1C=CC=CC=1>N1C(C)=CC(C)=CC=1C.C(OCC)(=O)C>[S:5]1[CH:6]=[CH:2][C:3]2[CH:10]=[CH:9][CH:8]=[CH:7][C:4]1=2. Procedure: To a solution of 3-bromo-benzo[b]thiophene (69.62 g, 0.325 mol) in 55 mL of anhydrous collidine under N2 was added 4-benzyloxyphenol (97.6 g, 0.488 mol) and cuprous oxide (23.3 g, 0.163 mol). The mixture was heated to reflux for 24 hours. Upon cooling, the reaction mixture was diluted with ethyl acetate (200 mL) and the crude mixture filtered through a pad of Celite® (Aldrich, Milwaukee, Wis.) to remove inorganic salts. The filtrate was washed with 1N hydrochloric acid (3×150 mL). The organic wa...